From a dataset of the Open Reaction Database (ORD), a public repository of structured organic reaction records. describe an organic reaction: reactants, conditions, products, and yield Reactants: C1CCOC1, COc1cccc(-c2cc(=O)c3ccccc3o2)c1[N+](=O)[O-], CO. Yields the product COc1cccc(-c2cc(=O)c3ccccc3o2)c1N. Reaction SMILES: [CH2:25]1[O:26][CH2:27][CH2:28][CH2:29]1.[CH3:1][O:2][c:3]1[c:4]([N+:20]([O-:21])=[O:22])[c:5](-[c:9]2[o:10][c:11]3[c:12]([c:13](=[O:15])[cH:14]2)[cH:16][cH:17][cH:18][cH:19]3)[cH:6][cH:7][cH:8]1.[CH3:23][OH:24]>>[CH3:1][O:2][c:3]1[c:4]([NH2:20])[c:5](-[c:9]2[o:10][c:11]3[c:12]([c:13](=[O:15])[cH:14]2)[cH:16][cH:17][cH:18][cH:19]3)[cH:6][cH:7][cH:8]1. Starting materials: S1C(=NC(=C1)C(=O)OCC)C(=O)OCC (Diethyl thiazole-2,4-dicarboxylate), CC(=O)C (Acetone), [BH4-].[Na+] (sodium borohydride), [Cl-].[Ca+2].[Cl-] (calcium chloride). Run in C(C)O (ethanol), C(C)O (ethanol). Conditions: time 2 hour. The product is OCC=1SC=C(N1)C(=O)OCC (ethyl 2-hydroxymethylthiazole-4-carboxylate). Isolated yield 63.7%. RXN SMILES: [S:1]1[CH:5]=[C:4]([C:6]([O:8][CH2:9][CH3:10])=[O:7])[N:3]=[C:2]1[C:11](OCC)=[O:12].[BH4-].[Na+].[Cl-].[Ca+2].[Cl-].CC(C)=O>C(O)C>[OH:12][CH2:11][C:2]1[S:1][CH:5]=[C:4]([C:6]([O:8][CH2:9][CH3:10])=[O:7])[N:3]=1 |f:1.2,3.4.5|. Reported procedure: Diethyl thiazole-2,4-dicarboxylate (1.5 g) was suspended in 15 ml of ethanol, and at -10° C., 3 ml of an ethanol solution of 0.16 g of sodium borohydride and 0.58 g of calcium chloride was added. The mixture was stirred at this temperature for 2 hours. Acetone was added to decompose the excess of the reducing agent, and then the solvent was evaporated under reduced pressure. Dilute sulfuric acid was added to the residue, and insoluble calcium sulfate was separated by filtration. The filtrate was... Reactants: C(C)(=O)OC(C)=O (acetic anhydride), C1(CC1)C(=O)NC(C(=O)O)CC(=O)OCC (2-[(cyclopropylcarbonyl)amino]-4-ethoxy-4-oxobutanoic acid). Reagents/catalysts: CN(C)C=1C=CN=CC1 (DMAP). Run in N1=CC=CC=C1 (pyridine). Run at temperature 90 celsius. Product: C1(CC1)C(=O)NC(CC(=O)OCC)C(C)=O (Ethyl 3-[(Cyclopropylcarbonyl)amino]-4-oxopentanoate). Isolated yield 70.0%. RXN SMILES: [C:1](OC(=O)C)(=O)C.[CH:8]1([C:11]([NH:13][CH:14]([CH2:18][C:19]([O:21][CH2:22][CH3:23])=[O:20])[C:15]([OH:17])=O)=[O:12])[CH2:10][CH2:9]1>CN(C1C=CN=CC=1)C.N1C=CC=CC=1>[CH:8]1([C:11]([NH:13][CH:14]([C:15](=[O:17])[CH3:1])[CH2:18][C:19]([O:21][CH2:22][CH3:23])=[O:20])=[O:12])[CH2:9][CH2:10]1. Reported procedure: DMAP (5 g, 0.041 mol) and acetic anhydride (306 g, 3 mol) were added to a suspension of 2-[(cyclopropylcarbonyl)amino]-4-ethoxy-4-oxobutanoic acid (Preparation 85, 229 g, 1 mol) in freshly-distilled pyridine (1.5 L). The reaction was heated at 90° C. for 2 hours before concentrating in vacuo at 60° C., azeotroping with toluene. The residue was purified by silica gel column chromatography eluting with 2% methanol in chloroform to afford the title compound (70%) that was taken directly on to the n... Reactants: C(CCCCCCCCCCCCCCC)OCC1=C(C=CC(=C1OCC1=CC=CC=C1)C)S(=O)(=O)[O-].C(CC)O (2-[(hexadecyloxy)methyl]-3-(phenylmethoxy)-4-methylbenzenesulfonate 1-propanol), [N-]=[N+]=[N-].[Na+] (sodium azide), CN(C=O)C (N,N-dimethylformamide). The solvent is O (water). Run at temperature 80 celsius, time 3.5 hour. Yields the product N(=[N+]=[N-])CC(COCC1=CC=CC=C1)COCCCCCCCCCCCCCCCC ([[3-Azido-2-[(hexadecyloxy)methyl]propoxy]methyl]benzene). The yield is 72.5%. Reaction SMILES: [CH2:1]([O:17][CH2:18][C:19]1[C:24]([O:25][CH2:26][C:27]2[CH:32]=[CH:31][CH:30]=[CH:29][CH:28]=2)=C(C)C=C[C:20]=1S([O-])(=O)=O)[CH2:2][CH2:3][CH2:4][CH2:5][CH2:6][CH2:7][CH2:8][CH2:9][CH2:10][CH2:11][CH2:12][CH2:13][CH2:14][CH2:15][CH3:16].C(O)CC.[N-:42]=[N+:43]=[N-:44].[Na+].CN(C)C=O>O>[N:42]([CH2:20][CH:19]([CH2:18][O:17][CH2:1][CH2:2][CH2:3][CH2:4][CH2:5][CH2:6][CH2:7][CH2:8][CH2:9][CH2:10][CH2:11][CH2:12][CH2:13][CH2:14][CH2:15][CH3:16])[CH2:24][O:25][CH2:26][C:27]1[CH:32]=[CH:31][CH:30]=[CH:29][CH:28]=1)=[N+:43]=[N-:44] |f:0.1,2.3|. Procedure details: A mixture of 16.3 g of 2-[(hexadecyloxy)methyl]-3-(phenylmethoxy)-4-methylbenzenesulfonate-1-propanol, 9.22 g of sodium azide and 130 ml of N,N-dimethylformamide is stirred at 80° C. for 3.5 hours and then at room temperature overnight. The mixture is poured into water and extracted with ether. The ether layer is dried and the solvent removed. The residue is purified by chromatography, to give 8.9 g of the desired compound as an oil.